Dataset: the Open Reaction Database (ORD), a public repository of structured organic reaction records. Task: describe an organic reaction: reactants, conditions, products, and yield Reactants: O=P12OP3(=O)OP(=O)(O1)OP(=O)(O2)O3 (Phosphorus pentoxide), CN(C)C1CCCCC1 (N,N-dimethylcyclohexylamine), Cl.CC(C(C)C)N (1,2-dimethylpropylamine hydrochloride), ClC=1C=CC2=C(NC(NS2(=O)=O)=O)C1 (6-chloro-3,4-dihydro-3-oxo-1,2,4-benzothiadiazine 1,1-dioxide). Solvent: O (water). Conditions: temperature 195 celsius, time 15 minute. The product is ClC=1C=CC2=C(NC(=NS2(=O)=O)NC(C(C)C)C)C1 (6-Chloro-3-(1,2-dimethylpropyl)amino-4H-1,2,4-benzothiadiazine 1,1-dioxide). Isolated yield 37.4%. As a reaction SMILES: O=P12OP3(OP(OP(O3)(O1)=O)(=O)O2)=O.CN(C1CCCCC1)C.Cl.[CH3:25][CH:26]([NH2:30])[CH:27]([CH3:29])[CH3:28].[Cl:31][C:32]1[CH:33]=[CH:34][C:35]2[S:40](=[O:42])(=[O:41])[NH:39][C:38](=O)[NH:37][C:36]=2[CH:44]=1>O>[Cl:31][C:32]1[CH:33]=[CH:34][C:35]2[S:40](=[O:42])(=[O:41])[N:39]=[C:38]([NH:30][CH:26]([CH3:25])[CH:27]([CH3:29])[CH3:28])[NH:37][C:36]=2[CH:44]=1 |f:2.3|. Procedure details: Phosphorus pentoxide (7.55 g, 53.2 mmol), N,N-dimethylcyclohexylamine (17 ml, 113 mmol) and 1,2-dimethylpropylamine hydrochloride (12.4 g, 100.4 mmol) were carefully mixed and heated with mechanical stirring on an oil bath at 190-200° C. for about 15 min. To the homogeneous mass was added 6-chloro-3,4-dihydro-3-oxo-1,2,4-benzothiadiazine 1,1-dioxide (5.84 g, 25.1 mmol) and the mixture was stirred at 235° C. for 2 h. After cooling to about 100° C., water (200 ml) was added and the dark mixture wa...